From a dataset of the Open Reaction Database (ORD), a public repository of structured organic reaction records. describe an organic reaction: reactants, conditions, products, and yield Reactants: CN(CC(=O)O)C (N,N-dimethylglycine), NC[C@@H](OC1=C2C(=NC=NC2=CC=C1)NC1=CC(=C(C=C1)OCC1=NC=CC=C1)Cl)C (5-[(1S)-2-amino-1-methylethoxy]-N-[3-chloro-4-(pyridin-2-ylmethoxy)phenyl]quinazolin-4-amine). The product is ClC=1C=C(C=CC1OCC1=NC=CC=C1)NC1=NC=NC2=CC=CC(=C12)O[C@H](CNC(CN(C)C)=O)C (N1-{(2S)-2-[(4-{[3-Chloro-4-(pyridin-2-ylmethoxy)phenyl]amino}quinazolin-5-yl)oxy]propyl}-N2,N2-dimethylglycinamide). Yield: 49.0%. RXN SMILES: [CH3:1][N:2]([CH3:7])[CH2:3][C:4](O)=[O:5].[NH2:8][CH2:9][C@H:10]([CH3:38])[O:11][C:12]1[CH:21]=[CH:20][CH:19]=[C:18]2[C:13]=1[C:14]([NH:22][C:23]1[CH:28]=[CH:27][C:26]([O:29][CH2:30][C:31]3[CH:36]=[CH:35][CH:34]=[CH:33][N:32]=3)=[C:25]([Cl:37])[CH:24]=1)=[N:15][CH:16]=[N:17]2>>[Cl:37][C:25]1[CH:24]=[C:23]([NH:22][C:14]2[C:13]3[C:18](=[CH:19][CH:20]=[CH:21][C:12]=3[O:11][C@@H:10]([CH3:38])[CH2:9][NH:8][C:4](=[O:5])[CH2:3][N:2]([CH3:7])[CH3:1])[N:17]=[CH:16][N:15]=2)[CH:28]=[CH:27][C:26]=1[O:29][CH2:30][C:31]1[CH:36]=[CH:35][CH:34]=[CH:33][N:32]=1. Procedure: The procedure described in Example 1 was repeated using N,N-dimethylglycine and 5-[(1S)-2-amino-1-methylethoxy]-N-[3-chloro-4-(pyridin-2-ylmethoxy)phenyl]quinazolin-4-amine (obtained as described in Example 36, preparation of starting materials) to give the title compound in 49% yield; NMR spectrum (DMSO-d6) 1.38 (d, 3H), 2.07 (s, 6H), 2.80 (s, 2H), 3.41 (m, 1H), 3.73 (m, 1H), 4.93 (m, 1H), 5.29 (s, 2H), 7.23 (m, 2H), 7.30 (d, 1H), 7.35 (t, 1H), 7.59 (m, 2H), 7.70 (t, 1H), 7.86 (td, 1H), 8.12 (m... Reactants: CCOC(=O)C1(C(=O)CBr)CC1, O=C([O-])[O-], CC(C)=O, [K+], [K+], Oc1ccc(Cl)cc1. Product: CCOC(=O)C1(C(=O)COc2ccc(Cl)cc2)CC1. Reaction SMILES: [Br:1][CH2:2][C:3](=[O:4])[C:5]1([C:8](=[O:9])[O:10][CH2:11][CH3:12])[CH2:6][CH2:7]1.[C:13](=[O:14])([O-:15])[O-:16].[CH3:27][C:28](=[O:29])[CH3:30].[K+:17].[K+:18].[OH:19][c:20]1[cH:21][cH:22][c:23]([Cl:24])[cH:25][cH:26]1>>[CH2:2]([C:3](=[O:4])[C:5]1([C:8](=[O:9])[O:10][CH2:11][CH3:12])[CH2:6][CH2:7]1)[O:19][c:20]1[cH:21][cH:22][c:23]([Cl:24])[cH:25][cH:26]1.